Dataset: the Open Reaction Database (ORD), a public repository of structured organic reaction records. Task: describe an organic reaction: reactants, conditions, products, and yield The reactants are COC1=CC(=C(C=N1)C=O)C(F)(F)F (6-methoxy-4-trifluoromethyl-3-pyridinecarboxaldehyde), COC(C=P(C1=CC=CC=C1)(C1=CC=CC=C1)C1=CC=CC=C1)=O (methyl(triphenylphosphoranylidene)acetate). The solvent is CCOC(=O)C (EtOAc), O (water), C1(=CC=CC=C1)C (toluene). Reaction conditions: temperature 110 celsius. Yields the product COC(C=CC=1C=NC(=CC1C(F)(F)F)OC)=O (3-(6-methoxy-4-trifluoromethylpyridin-3-yl)-acrylic acid methyl ester). Isolated yield 73.4%. As a reaction SMILES: [CH3:1][O:2][C:3]1[N:8]=[CH:7][C:6]([CH:9]=O)=[C:5]([C:11]([F:14])([F:13])[F:12])[CH:4]=1.[CH3:15][O:16][C:17](=[O:38])[CH:18]=P(C1C=CC=CC=1)(C1C=CC=CC=1)C1C=CC=CC=1>C1(C)C=CC=CC=1.CCOC(C)=O.O>[CH3:15][O:16][C:17](=[O:38])[CH:18]=[CH:9][C:6]1[CH:7]=[N:8][C:3]([O:2][CH3:1])=[CH:4][C:5]=1[C:11]([F:14])([F:13])[F:12]. Procedure: To a solution of 6-methoxy-4-trifluoromethyl-3-pyridinecarboxaldehyde (150 mg, 0.73 mmol) in toluene (8 mL) was added methyl(triphenylphosphoranylidene)acetate (270 mg, 0.81 mmol). The mixture was heated at 110° C. for overnight, cooled to room temperature, and diluted with EtOAc and water. The organic layer was dried over anhydrous magnesium sulfate, filtered, and concentrated under reduced pressure. The residue was purified by column chromatography (EtOAc/hexanes=1/4) to give 3-(6-methoxy-4-tr... The reactants are dimethyl acetal, ClC(C=O)COC (2-chloro-3-methoxypropionaldehyde), C(C)N (Ethylamine). The solvent is C1(=CC=CC=C1)C (toluene). Reaction conditions: time 15 minute. The product is dimethyl acetal, C(C)NC(C=O)COC (2-ethylamino-3-methoxypropionaldehyde). Reaction SMILES: Cl[CH:2]([CH2:5][O:6][CH3:7])[CH:3]=[O:4].[CH2:8]([NH2:10])[CH3:9]>C1(C)C=CC=CC=1>[CH2:8]([NH:10][CH:2]([CH2:5][O:6][CH3:7])[CH:3]=[O:4])[CH3:9]. Procedure details: The dimethyl acetal of 2-chloro-3-methoxypropionaldehyde (0.1 mole) and toluene (75 ml) are charged into a glass reaction vessel equipped with a mechanical stirrer, thermometer and reflux condenser. Ethylamine (0.22 mole) is added to the reaction mixture with stirring at room temperature. Stirring is continued for a period of about 15 minutes. After this time the reaction mixture is heated at reflux for a period of about 1 hour. The reaction mixture is then cooled to room temperature and filtere...